Dataset: the Open Reaction Database (ORD), a public repository of structured organic reaction records. Task: describe an organic reaction: reactants, conditions, products, and yield Starting materials: N1=CC=C(C=C1)/C=C/C1=NN(C2=CC=C(C=C12)C=C1C(NC2=CC=CC=C12)=O)COCC[Si](C)(C)C (3-((3-((E)-2-(pyridin-4-yl)vinyl)-1-((2-(trimethylsilyl)ethoxy)methyl)-1H-indazol-5-yl)methylene)indolin-2-one), Cl (HCl), B(F)(F)F.CCOCC (boron trifluoride etherate), Cl (HCl). Yields the product Cl.N1=CC=C(C=C1)/C=C/C1=NNC2=CC=C(C=C12)C=C1C(NC2=CC=CC=C12)=O (3-((3-((E)-2-(pyridin-4-yl)vinyl)-1H-indazol-5-yl)methylene)-indolin-2-one hydrochloride). RXN SMILES: [N:1]1[CH:6]=[CH:5][C:4](/[CH:7]=[CH:8]/[C:9]2[C:17]3[C:12](=[CH:13][CH:14]=[C:15]([CH:18]=[C:19]4[C:27]5[C:22](=[CH:23][CH:24]=[CH:25][CH:26]=5)[NH:21][C:20]4=[O:28])[CH:16]=3)[N:11](COCC[Si](C)(C)C)[N:10]=2)=[CH:3][CH:2]=1.B(F)(F)F.CCOCC.[ClH:46]>>[ClH:46].[N:1]1[CH:6]=[CH:5][C:4](/[CH:7]=[CH:8]/[C:9]2[C:17]3[C:12](=[CH:13][CH:14]=[C:15]([CH:18]=[C:19]4[C:27]5[C:22](=[CH:23][CH:24]=[CH:25][CH:26]=5)[NH:21][C:20]4=[O:28])[CH:16]=3)[NH:11][N:10]=2)=[CH:3][CH:2]=1 |f:1.2,4.5|. Reported procedure: According to the method of A57C and D, 3-((3-((E)-2-(pyridin-4-yl)vinyl)-1-((2-(trimethylsilyl)ethoxy)methyl)-1H-indazol-5-yl)methylene)indolin-2-one (13.1 mg, 0.026 mmol) was treated with boron trifluoride etherate, followed by 2 N HCl (water/EtOH) treatment. Suction filtration gave a solid which was rinsed with 1:1 EtOH:water (2×1 mL). Pumping under high vacuum gave an orange solid (7.3 mg, 69%, 55:45 mixture of E/Z isomers, HCl salt). 1H NMR (400 MHz, CD3OD) δ 9.83 (s, 0.4H), 8.73 (m, 2H), 8.... The reactants are BrCCCCCCOCCOCC1=CC=CC=C1 ([(2-[(6-bromohexyl)oxy]ethoxy)methyl]benzene). The reagents and catalysts are [Pd] (palladium on carbon). The solvent is CCOC(=O)C (EtOAc), CCO (EtOH). Yields the product BrCCCCCCOCCO (2-[(6-Bromohexyl)oxy]ethanol). Yield: 98.0%. As a reaction SMILES: [Br:1][CH2:2][CH2:3][CH2:4][CH2:5][CH2:6][CH2:7][O:8][CH2:9][CH2:10][O:11]CC1C=CC=CC=1>CCOC(C)=O.CCO.[Pd]>[Br:1][CH2:2][CH2:3][CH2:4][CH2:5][CH2:6][CH2:7][O:8][CH2:9][CH2:10][OH:11]. Procedure: A solution of [(2-[(6-bromohexyl)oxy]ethoxy)methyl]benzene (1.5 g) in EtOAc (20 ml) and EtOH (20 ml) was hydrogenated over 10% palladium on carbon (200 mg). After 2 h the mixture was filtered through celite and the filtrate evaporated in vacuo to give the title compound (1.05 g). TSP+ve 242 (MNH4)+, 244 (MNH4)+ The reactants are C(C1=CC=CC=C1)OC[C@@H](C)O ((2R)-1-benzyloxypropan-2-ol), [H-].[Na+] (sodium hydride), CS(=O)(=O)OC(C#C)C (1-methylprop-2-ynyl methanesulfonate). Run in O1CCCC1 (tetrahydrofuran). Conditions: temperature 0 celsius, time 1 hour. Yields the product CC(C#C)O[C@@H](COCC1=CC=CC=C1)C (1—(((2R)-2-(but-3-yn-2-yloxy)propoxy)methyl)benzene). The yield is 35.9%. RXN SMILES: [H-].[Na+].[CH2:3]([O:10][CH2:11][C@H:12]([OH:14])[CH3:13])[C:4]1[CH:9]=[CH:8][CH:7]=[CH:6][CH:5]=1.CS(O[CH:20]([CH3:23])[C:21]#[CH:22])(=O)=O>O1CCCC1>[CH3:22][CH:21]([O:14][C@H:12]([CH3:13])[CH2:11][O:10][CH2:3][C:4]1[CH:9]=[CH:8][CH:7]=[CH:6][CH:5]=1)[C:20]#[CH:23] |f:0.1|. Procedure details: To a suspension of sodium hydride (60 wt % dispersion in mineral oil) (1380 mg, 34.6 mmol) in tetrahydrofuran (100 mL) cooled to 0° C. was added (2R)-1-benzyloxypropan-2-ol (5.00 g, 30.1 mmol) dropwise. The solution was stirred at 0° C. for 1 h then 1-methylprop-2-ynyl methanesulfonate (4780 mg, 32.3 mmol) was added dropwise and the reaction mixture was allowed to warm to room temp and stirred overnight. The reaction mixture was quenched by the addition of sat. aq. ammonium chloride and extracte... The reactants are C1(=CC=CC=C1)P(C1=CC=CC=C1)C1=CC=CC=C1 (triphenylphosphine), C1(CCCCC1)/C=C(/C(=O)O)\C1=CC(=C(C=C1)F)F ((E)-3-cyclohexyl-2-(3,4-difluoro-phenyl)-acrylic acid), NC=1SC=CN1 (2-aminothiazole), BrN1C(CCC1=O)=O (N-bromosuccinimide). Run in C(Cl)Cl (methylene chloride), C(Cl)Cl (methylene chloride). Run at temperature 0 celsius, time 30 minute. The product is hexanes ethyl acetate, C1(CCCCC1)/C=C(/C(=O)NC=1SC=CN1)\C1=CC(=C(C=C1)F)F ((E)-3-cyclohexyl-2-(3,4-difluoro-phenyl)-N-thiazol-2-yl-acrylamide). Isolated yield 78.6%. Reaction SMILES: C1(P(C2C=CC=CC=2)C2C=CC=CC=2)C=CC=CC=1.BrN1C(=O)CCC1=O.[CH:28]1(/[CH:34]=[C:35](\[C:39]2[CH:44]=[CH:43][C:42]([F:45])=[C:41]([F:46])[CH:40]=2)/[C:36]([OH:38])=O)[CH2:33][CH2:32][CH2:31][CH2:30][CH2:29]1.[NH2:47][C:48]1[S:49][CH:50]=[CH:51][N:52]=1>C(Cl)Cl>[CH:28]1(/[CH:34]=[C:35](\[C:39]2[CH:44]=[CH:43][C:42]([F:45])=[C:41]([F:46])[CH:40]=2)/[C:36]([NH:47][C:48]2[S:49][CH:50]=[CH:51][N:52]=2)=[O:38])[CH2:29][CH2:30][CH2:31][CH2:32][CH2:33]1. Procedure details: A solution of triphenylphosphine (847 mg, 3.2 mmol) in methylene chloride (10 mL) was cooled to 0° C. and then treated with N-bromosuccinimide (575 mg, 3.2 mmol). The reaction mixture was stirred at 0° C. For 30 min and then treated with a solution of (E)-3-cyclohexyl-2-(3,4-difluoro-phenyl)-acrylic acid (507 mg, 1.9 mmol) in methylene chloride (4 mL). The clear solution was stirred for 10 min at 0° C. and then allowed to warm to 25° C. where it was stirred for 1 h. The reaction mixture was then... As a reaction SMILES: [N+:1]([c:2]1[cH:3][cH:4][c:5]([O:6][C:11]([c:12]2[cH:13][cH:14][c:15]([Cl:18])[cH:16][cH:17]2)=[O:19])[cH:7][cH:8]1)([O-:9])=[O:10].[NH2:20][CH2:21][CH2:22][N:23]1[CH2:24][CH2:25][O:26][CH2:27][CH2:28]1.[O:29]1[CH2:30][CH2:31][CH2:32][CH2:33]1>>[C:11]([c:12]1[cH:13][cH:14][c:15]([Cl:18])[cH:16][cH:17]1)(=[O:19])[NH:20][CH2:21][CH2:22][N:23]1[CH2:24][CH2:25][O:26][CH2:27][CH2:28]1. The product is O=C(NCCN1CCOCC1)c1ccc(Cl)cc1. The reactants are O=C(Oc1ccc([N+](=O)[O-])cc1)c1ccc(Cl)cc1, NCCN1CCOCC1, C1CCOC1. Reactants: [Li]CCCC, FC(F)(F)c1ccc(-c2csc(Cl)n2)cc1, CCOC(=O)Cl, C1CCOC1. Product: CCOC(=O)c1sc(Cl)nc1-c1ccc(C(F)(F)F)cc1. As a reaction SMILES: [CH2:17]([Li:18])[CH2:19][CH2:20][CH3:21].[Cl:1][c:2]1[s:3][cH:4][c:5](-[c:7]2[cH:8][cH:9][c:10]([C:13]([F:14])([F:15])[F:16])[cH:11][cH:12]2)[n:6]1.[Cl:22][C:23](=[O:24])[O:25][CH2:26][CH3:27].[O:28]1[CH2:29][CH2:30][CH2:31][CH2:32]1>>[Cl:1][c:2]1[s:3][c:4]([C:23](=[O:24])[O:25][CH2:26][CH3:27])[c:5](-[c:7]2[cH:8][cH:9][c:10]([C:13]([F:14])([F:15])[F:16])[cH:11][cH:12]2)[n:6]1. The reactants are [OH-].[Na+] (sodium hydroxide), Br.BrCC1=NC=CC=C1 (2-(Bromomethyl)pyridine hydrobromide), FC1=CC=C(C=C1)C=1C(C(=CNC1)C(=O)OCC)=O (ethyl 5-(4-fluorophenyl)-4-oxo-1,4-dihydropyridine-3-carboxylate), C([O-])([O-])=O.[Cs+].[Cs+] (cesium carbonate), Cl (hydrochloric acid). The solvent is CN(C)C=O (DMF), O (water). Reaction conditions: time 8 hour. Product: FC1=CC=C(C=C1)C=1C(C(=CN(C1)CC1=NC=CC=C1)C(=O)O)=O (5-(4-Fluorophenyl)-4-oxo-1-(pyridin-2-ylmethyl)-1,4-dihydropyridine-3-carboxylic acid). Isolated yield 75.7%. Reaction SMILES: Br.Br[CH2:3][C:4]1[CH:9]=[CH:8][CH:7]=[CH:6][N:5]=1.[F:10][C:11]1[CH:16]=[CH:15][C:14]([C:17]2[C:18](=[O:28])[C:19]([C:23]([O:25]CC)=[O:24])=[CH:20][NH:21][CH:22]=2)=[CH:13][CH:12]=1.C(=O)([O-])[O-].[Cs+].[Cs+].[OH-].[Na+].Cl>CN(C=O)C.O>[F:10][C:11]1[CH:12]=[CH:13][C:14]([C:17]2[C:18](=[O:28])[C:19]([C:23]([OH:25])=[O:24])=[CH:20][N:21]([CH2:3][C:4]3[CH:9]=[CH:8][CH:7]=[CH:6][N:5]=3)[CH:22]=2)=[CH:15][CH:16]=1 |f:0.1,3.4.5,6.7|. Procedure: 2-(Bromomethyl)pyridine hydrobromide (126 mg) was added to a suspension of ethyl 5-(4-fluorophenyl)-4-oxo-1,4-dihydropyridine-3-carboxylate (100 mg) and cesium carbonate (437 mg) in DMF (2 ml) at room temperature. The reaction mixture was stirred at room temperature overnight. The reaction mixture was stirred at 80° C. for four hours and returned to room temperature. A 1 N aqueous sodium hydroxide solution (2 ml) was added to the reaction mixture at room temperature. The reaction mixture was sti... The reactants are Clc1ccccc1Cl, CC(C)n1nc(-c2nc(C(=O)O)c(N)nc2-c2ccccc2)ccc1=O. Product: CC(C)n1nc(-c2ncc(N)nc2-c2ccccc2)ccc1=O. RXN SMILES: [Cl:27][c:28]1[cH:29][cH:30][cH:31][cH:32][c:33]1[Cl:34].[NH2:1][c:2]1[c:3]([C:24]([OH:25])=[O:26])[n:4][c:5](-[c:14]2[n:15][n:16]([CH:21]([CH3:22])[CH3:23])[c:17](=[O:20])[cH:18][cH:19]2)[c:6](-[c:8]2[cH:9][cH:10][cH:11][cH:12][cH:13]2)[n:7]1>>[NH2:1][c:2]1[cH:3][n:4][c:5](-[c:14]2[n:15][n:16]([CH:21]([CH3:22])[CH3:23])[c:17](=[O:20])[cH:18][cH:19]2)[c:6](-[c:8]2[cH:9][cH:10][cH:11][cH:12][cH:13]2)[n:7]1. Starting materials: C1(=CC=CC=C1)C=1C=CC=C([N+]1[O-])C(=O)OC (methyl 6-phenylpyridine-2-carboxylate 1-oxide), [OH-].[Na+] (sodium hydroxide). Solvent: CO (methanol). Run at time 3 hour. Yields the product C1(=CC=CC=C1)C=1C=CC=C([N+]1[O-])C(=O)O (6-phenylpyridine-2-carboxylic acid 1-oxide). Isolated yield 90.0%. RXN SMILES: [C:1]1([C:7]2[CH:8]=[CH:9][CH:10]=[C:11]([C:14]([O:16]C)=[O:15])[N+:12]=2[O-:13])[CH:6]=[CH:5][CH:4]=[CH:3][CH:2]=1.[OH-].[Na+]>CO>[C:1]1([C:7]2[CH:8]=[CH:9][CH:10]=[C:11]([C:14]([OH:16])=[O:15])[N+:12]=2[O-:13])[CH:2]=[CH:3][CH:4]=[CH:5][CH:6]=1 |f:1.2|. Procedure details: To a solution of methyl 6-phenylpyridine-2-carboxylate 1-oxide in methanol (2 mL) was added 1N aqueous sodium hydroxide solution (1 mL), and the mixture was stirred at room temperature for 3 hr. The reaction mixture was concentrated, 1N hydrochloric acid was added, the precipitate was collected by filtration, and washed with water to give the title compound (120 mg, 90%) as white crystals.